From a dataset of the Open Reaction Database (ORD), a public repository of structured organic reaction records. describe an organic reaction: reactants, conditions, products, and yield Reported procedure: A pressure-proof reaction vessel equipped with a stirrer was charged with 17.5 g (0.09 mole) of 4-acetoxy-2,3,5-trimethylphenol, 32.5 g (0.45 mole) of 2-methyl-2-propen-1-ol, 3.7 g (0.099 mole) of 80% paraformaldehyde and 2.7 g (0.045 mole) of acetic acid, and the mixture was reacted, with stirring, at 150° C. for 3 hours. However, the desired product 2,5,7,8-tetramethyl-6-acetoxy-2-hydroxy-methylchroman could not be obtained at all. Product: desired product, CC1(OC2=C(C(=C(C(=C2CC1C)C)OC(C)=O)C)C)O (2,5,7,8-tetramethyl-6-acetoxy-2-hydroxy-methylchroman). As a reaction SMILES: [C:1]([O:4][C:5]1[C:10]([CH3:11])=[CH:9][C:8](O)=[C:7]([CH3:13])[C:6]=1[CH3:14])(=[O:3])[CH3:2].[CH3:15][C:16](=C)[CH2:17]O.C=O.[C:22]([OH:25])(=[O:24])[CH3:23]>>[CH3:23][C:22]1([OH:25])[CH:16]([CH3:17])[CH2:15][C:9]2[C:8](=[C:7]([CH3:13])[C:6]([CH3:14])=[C:5]([O:4][C:1](=[O:3])[CH3:2])[C:10]=2[CH3:11])[O:24]1. The reactants are C(C)(=O)OC1=C(C(=C(C=C1C)O)C)C (4-acetoxy-2,3,5-trimethylphenol), CC(CO)=C (2-methyl-2-propen-1-ol), C=O (paraformaldehyde), C(C)(=O)O (acetic acid). Run at temperature 150 celsius, time 3 hour.